Task: describe an organic reaction: reactants, conditions, products, and yield. Dataset: the Open Reaction Database (ORD), a public repository of structured organic reaction records Reactants: O (water), NC1=C(C#N)C(=CC=C1)OC[C@@H]1CN(CCC1)C(CC(C)C)=O ((S)-2-amino-6-((1-(3-methylbutanoyl)piperidin-3-yl)methoxy)benzonitrile), O (water), S(N)(=O)(=O)Cl (sulfamoyl chloride). Solvent: CC(=O)N(C)C (DMA). Conditions: temperature 0 celsius, time 30 minute. Yields the product S(N)(=O)(=O)NC1=C(C#N)C(=CC=C1)OC[C@@H]1CN(CCC1)C(CC(C)C)=O ((S)-2-sulfamoylamino-6-((1-(3-methylbutanoyl)piperidin-3-yl)methoxy)benzonitrile). The yield is 86.8%. As a reaction SMILES: [NH2:1][C:2]1[CH:9]=[CH:8][CH:7]=[C:6]([O:10][CH2:11][C@H:12]2[CH2:17][CH2:16][CH2:15][N:14]([C:18](=[O:23])[CH2:19][CH:20]([CH3:22])[CH3:21])[CH2:13]2)[C:3]=1[C:4]#[N:5].[S:24](Cl)(=[O:27])(=[O:26])[NH2:25].O>CC(N(C)C)=O>[S:24]([NH:1][C:2]1[CH:9]=[CH:8][CH:7]=[C:6]([O:10][CH2:11][C@H:12]2[CH2:17][CH2:16][CH2:15][N:14]([C:18](=[O:23])[CH2:19][CH:20]([CH3:21])[CH3:22])[CH2:13]2)[C:3]=1[C:4]#[N:5])(=[O:27])(=[O:26])[NH2:25]. Reported procedure: To a stirred solution of (S)-2-amino-6-((1-(3-methylbutanoyl)piperidin-3-yl)methoxy)benzonitrile (example 5b, 54.55 g, 172.95 mmol) in DMA (110 mL) cooled to 0° C. in an ice bath was added sulfamoyl chloride (55 g, 476 mmol) in two portions (20 g and 35 g). The reaction mixture was stirred for 30 minutes at 0° C. under N2, then at room temperature for 4 hours. The reaction mixture was poured slowly into rapidly stirred cold water (2 L) to provide a milky solution. An additional 800 mL of water w...